Dataset: the Open Reaction Database (ORD), a public repository of structured organic reaction records. Task: describe an organic reaction: reactants, conditions, products, and yield Reactants: ClC=1N=C(C(=NC1)N)OC (5-chloro-3-methoxy-2-pyrazinamine), ClC1=C(C=CC=C1Cl)S(=O)(=O)Cl (2,3-dichlorobenzenesulphonyl chloride). Yields the product ClC1=C(C=CC=C1Cl)S(=O)(=O)NC1=NC=C(N=C1OC)Cl (2,3-Dichloro-N-(5-chloro-3-methoxy-2-pyrazinyl)benzenesulphonamide). As a reaction SMILES: [Cl:1][C:2]1[N:3]=[C:4]([O:9][CH3:10])[C:5]([NH2:8])=[N:6][CH:7]=1.[Cl:11][C:12]1[C:17]([Cl:18])=[CH:16][CH:15]=[CH:14][C:13]=1[S:19](Cl)(=[O:21])=[O:20]>>[Cl:11][C:12]1[C:17]([Cl:18])=[CH:16][CH:15]=[CH:14][C:13]=1[S:19]([NH:8][C:5]1[C:4]([O:9][CH3:10])=[N:3][C:2]([Cl:1])=[CH:7][N:6]=1)(=[O:21])=[O:20]. Procedure: Prepared by the method of Example I (reaction performed at room temperature) using 5-chloro-3-methoxy-2-pyrazinamine (0.1 g) and 2,3-dichlorobenzenesulphonyl chloride (0.15 g). Yield 0.05 g. Reactants: [H-].C(C(C)C)[Al+]CC(C)C (Diisobutylaluminumhydride), C(C1=CC=CC=C1)N1C2CCC(C(CC1=O)C2)OC(C)=O (acetic acid 2-benzyl-3-oxo-2-aza-bicyclo[3.3.1]non-6-yl ester). Solvent: C1(=CC=CC=C1)C (toluene). Run at temperature -70 celsius, time 8 hour. The product is C(C1=CC=CC=C1)N1C2CCC(C(CC1)C2)O (2-Benzyl-2-aza-bicyclo[3.3.1]nonan-6-ol). Reaction SMILES: [H-].C([Al+]CC(C)C)C(C)C.[CH2:11]([N:18]1[C:25](=O)[CH2:24][CH:23]2[CH2:27][CH:19]1[CH2:20][CH2:21][CH:22]2[O:28]C(=O)C)[C:12]1[CH:17]=[CH:16][CH:15]=[CH:14][CH:13]=1>C1(C)C=CC=CC=1>[CH2:11]([N:18]1[CH2:25][CH2:24][CH:23]2[CH2:27][CH:19]1[CH2:20][CH2:21][CH:22]2[OH:28])[C:12]1[CH:13]=[CH:14][CH:15]=[CH:16][CH:17]=1 |f:0.1|. Procedure: Diisobutylaluminumhydride (1.5 mol/L in toluene, 21 mL) is added to a solution of acetic acid 2-benzyl-3-oxo-2-aza-bicyclo[3.3.1]non-6-yl ester (1.50 g, for synthesis see J. Chem. Soc., Perkin Trans. 1 1999, 1157-1162) in toluene (30 mL) cooled to −70° C. The cooling bath is removed and the solution is stirred at ambient temperature overnight. Then, another portion of diisobutylaluminumhydride (1.5 mol/L in toluene, 20 mL) is added and the solution is stirred for additional 4 h at room temperatu... RXN SMILES: [CH2:1]([c:2]1[cH:3][cH:4][cH:5][cH:6][cH:7]1)[N:8]1[CH:9]2[CH:10]([OH:16])[CH2:11][CH:12]([CH2:13]1)[CH2:14][CH2:15]2.[CH3:17][N+:18]1([O-:19])[CH2:20][CH2:21][O:22][CH2:23][CH2:24]1.[CH3:25][C:26]#[N:27].[CH3:33][CH2:34][CH2:35][N+:36]([CH2:37][CH2:38][CH3:39])([CH2:40][CH2:41][CH3:42])[CH2:43][CH2:44][CH3:45].[O-:28][Ru:29](=[O:30])(=[O:31])=[O:32]>>[CH2:1]([c:2]1[cH:3][cH:4][cH:5][cH:6][cH:7]1)[N:8]1[CH:9]2[C:10](=[O:16])[CH2:11][CH:12]([CH2:13]1)[CH2:14][CH2:15]2. Reactants: OC1CC2CCC1N(Cc1ccccc1)C2, C[N+]1([O-])CCOCC1, CC#N, CCC[N+](CCC)(CCC)CCC, O=[Ru](=O)(=O)[O-]. Product: O=C1CC2CCC1N(Cc1ccccc1)C2. The reactants are F[B-](F)(F)F, CC(=O)OCC=CCNCC#CC(=O)OC(C)(C)C, CC(=O)OCC1C(N)CC2CN(C(=O)OC(C)(C)C)CC21, O=C(O)CNC(=O)OCc1ccccc1, CC#N, CCN(C(C)C)C(C)C, CN(C)C(On1nnc2ccccc21)=[N+](C)C. Yields the product CC(=O)OCC1C(NC(=O)CNC(=O)OCc2ccccc2)CC2CN(C(=O)OC(C)(C)C)CC21. As a reaction SMILES: [B-:65]([F:66])([F:67])([F:68])[F:69].[C:1]([O:2][C:3]([C:4]#[C:5][CH2:6][NH:7][CH2:8][CH:9]=[CH:10][CH2:11][O:12][C:13](=[O:14])[CH3:15])=[O:16])([CH3:17])([CH3:18])[CH3:19].[C:20]([CH3:21])([CH3:22])([CH3:23])[O:24][C:25](=[O:26])[N:27]1[CH2:28][CH:29]2[CH:30]([CH2:31]1)[CH:32]([CH2:36][O:37][C:38]([CH3:39])=[O:40])[CH:33]([NH2:35])[CH2:34]2.[CH2:41]([c:42]1[cH:43][cH:44][cH:45][cH:46][cH:47]1)[O:48][C:49](=[O:50])[NH:51][CH2:52][C:53](=[O:54])[OH:55].[CH3:87][C:88]#[N:89].[CH:56]([N:57]([CH:58]([CH3:59])[CH3:60])[CH2:61][CH3:62])([CH3:63])[CH3:64].[n:70]1([O:71][C:72]([N:73]([CH3:74])[CH3:75])=[N+:76]([CH3:77])[CH3:78])[c:79]2[cH:80][cH:81][cH:82][cH:83][c:84]2[n:85][n:86]1>>[C:20]([CH3:21])([CH3:22])([CH3:23])[O:24][C:25](=[O:26])[N:27]1[CH2:28][CH:29]2[CH:30]([CH2:31]1)[CH:32]([CH2:36][O:37][C:38]([CH3:39])=[O:40])[CH:33]([NH:35][C:53]([CH2:52][NH:51][C:49]([O:48][CH2:41][c:42]1[cH:43][cH:44][cH:45][cH:46][cH:47]1)=[O:50])=[O:54])[CH2:34]2. Reactants: C1(=CC=CC=C1)C=1N=C(OC1C1=CC=CC=C1)CCC=1C=C(C=CC1)C=CC(=O)OCC (ethyl 3-[3-[2-(4,5-diphenyl-2-oxazolyl)ethyl]phenyl]-2-propenoate), [OH-].[Na+] (sodium hydroxide). The solvent is CO (methanol). The product is C1(=CC=CC=C1)C=1N=C(OC1C1=CC=CC=C1)CCC=1C=C(C=CC1)C=CC(=O)O (3-[3-[2-(4,5-diphenyl-2-oxazolyl)ethyl]phenyl]-2-propenoic acid). The yield is 101.2%. As a reaction SMILES: [C:1]1([C:7]2[N:8]=[C:9]([CH2:18][CH2:19][C:20]3[CH:21]=[C:22]([CH:26]=[CH:27][C:28]([O:30]CC)=[O:29])[CH:23]=[CH:24][CH:25]=3)[O:10][C:11]=2[C:12]2[CH:17]=[CH:16][CH:15]=[CH:14][CH:13]=2)[CH:6]=[CH:5][CH:4]=[CH:3][CH:2]=1.[OH-].[Na+]>CO>[C:1]1([C:7]2[N:8]=[C:9]([CH2:18][CH2:19][C:20]3[CH:21]=[C:22]([CH:26]=[CH:27][C:28]([OH:30])=[O:29])[CH:23]=[CH:24][CH:25]=3)[O:10][C:11]=2[C:12]2[CH:17]=[CH:16][CH:15]=[CH:14][CH:13]=2)[CH:2]=[CH:3][CH:4]=[CH:5][CH:6]=1 |f:1.2|. Procedure details: A mixture of ethyl 3-[3-[2-(4,5-diphenyl-2-oxazolyl)ethyl]phenyl]-2-propenoate (1.50 g, 3.5 mmol), 3N sodium hydroxide solution (3.5 mL) and methanol (100 mL) was heated on a steam bath. After 25 minutes the mixture was cooled, concentrated, diluted with water and made pH=1 with dilute hydrochloric acid solution. The mixture was extracted three times with CH2Cl2. The combined extracts were washed with saturated NaCl solution, dried over sodium sulfate and the solvent evaporated. The residual oil... Starting materials: N1=CC=CC=C1 (pyridine), C(C)(=O)Cl (acetyl chloride), IC1=C(C(=O)NN)C=CC=C1 (2-iodobenzohydrazide). The solvent is ClCCl (dichloromethane). Conditions: temperature 0 celsius, time 1.5 hour. Yields the product C(C)(=O)NNC(C1=C(C=CC=C1)I)=O (N′-acetyl-2-iodobenzohydrazide). The yield is 76.8%. RXN SMILES: [I:1][C:2]1[CH:11]=[CH:10][CH:9]=[CH:8][C:3]=1[C:4]([NH:6][NH2:7])=[O:5].N1C=CC=CC=1.[C:18](Cl)(=[O:20])[CH3:19]>ClCCl>[C:18]([NH:7][NH:6][C:4](=[O:5])[C:3]1[CH:8]=[CH:9][CH:10]=[CH:11][C:2]=1[I:1])(=[O:20])[CH3:19]. Procedure: 2-Iodobenzohydrazide (1.38 g, 5.27 mmol) obtained in Step 1 of Example 114 was dissolved in dichloromethane (50 mL), and the mixture was stirred at 0° C. for 1.5 hours after adding pyridine (0.639 mL, 7.90 mmol) and acetyl chloride (0.412 mL, 5.79 mmol). The precipitated solid was filtered off, and the resulting solid was dried under reduced pressure to give N′-acetyl-2-iodobenzohydrazide (1.23 g, 77%).